From a dataset of the Open Reaction Database (ORD), a public repository of structured organic reaction records. describe an organic reaction: reactants, conditions, products, and yield The reactants are ClC=1C=C(C=C2CN(C(C12)=O)CC1CCC(CC1)(F)F)C(=N)NO (7-Chloro-N-hydroxy-1-oxo-2-[(4,4-difluorocyclohexyl)methyl]-2,3-dihydro-1H-isoindole-5-carboxamidine), ClCC(=O)Cl (chloroacetyl chloride), C(=O)([O-])[O-].[K+].[K+] (K2CO3). Solvent: CN(C)C=O (DMF), C(C)#N (acetonitrile), O (water). Run at time 8 hour. The product is ClC=1C=C(C=C2CN(C(C12)=O)CC1CCC(CC1)(F)F)C1=NOC(=N1)CCl (7-Chloro-5-[5-(chloromethyl)-1,2,4-oxadiazol-3-yl]-2-[(4,4-difluoro-cyclohexyl)methyl] isoindolin-1-one). Reaction SMILES: [Cl:1][C:2]1[CH:3]=[C:4]([C:21]([NH:23][OH:24])=[NH:22])[CH:5]=[C:6]2[C:10]=1[C:9](=[O:11])[N:8]([CH2:12][CH:13]1[CH2:18][CH2:17][C:16]([F:20])([F:19])[CH2:15][CH2:14]1)[CH2:7]2.[Cl:25][CH2:26][C:27](Cl)=O.C([O-])([O-])=O.[K+].[K+]>C(#N)C.CN(C=O)C.O>[Cl:1][C:2]1[CH:3]=[C:4]([C:21]2[N:22]=[C:27]([CH2:26][Cl:25])[O:24][N:23]=2)[CH:5]=[C:6]2[C:10]=1[C:9](=[O:11])[N:8]([CH2:12][CH:13]1[CH2:14][CH2:15][C:16]([F:19])([F:20])[CH2:17][CH2:18]1)[CH2:7]2 |f:2.3.4|. Procedure details: To a solution of 7-Chloro-N-hydroxy-1-oxo-2-[(4,4-difluorocyclohexyl)methyl]-2,3-dihydro-1H-isoindole-5-carboxamidine (450 mg, 1.26 mmol) in acetonitrile (10 ml), chloroacetyl chloride (170 mg, 1.51 mmol) was added, followed by K2CO3 (260 mg, 1.89 mmol). The mixture was stirred overnight. After diluter with EtOAc (20 ml), it was washed with water, brine, dried over anhydrous sodium sulphate, filtered and concentrated to provide a yellow foam. This foam was stirred in DMF (2 ml) at 140° C. for 3 ... The reactants are CC(=O)Nc1ccc(S)cc1, O=C([O-])[O-], CCOC(C)=O, O=[N+]([O-])c1ccc(Cl)cc1Cl, [Cs+], [Cs+], CN(C)C=O. Product: CC(=O)Nc1ccc(Sc2cc(Cl)ccc2[N+](=O)[O-])cc1. As a reaction SMILES: [C:12]([CH3:13])(=[O:14])[NH:15][c:16]1[cH:17][cH:18][c:19]([SH:22])[cH:20][cH:21]1.[C:23](=[O:24])([O-:25])[O-:26].[CH3:34][CH2:35][O:36][C:37](=[O:38])[CH3:39].[Cl:1][c:2]1[c:3]([N+:9](=[O:10])[O-:11])[cH:4][cH:5][c:6]([Cl:8])[cH:7]1.[Cs+:27].[Cs+:28].[O:29]=[CH:30][N:31]([CH3:32])[CH3:33]>>[c:2]1([S:22][c:19]2[cH:18][cH:17][c:16]([NH:15][C:12]([CH3:13])=[O:14])[cH:21][cH:20]2)[c:3]([N+:9](=[O:10])[O-:11])[cH:4][cH:5][c:6]([Cl:8])[cH:7]1. The reactants are O=C(c1ncc[nH]1)c1ncc[nH]1, CC(=O)N1CCC(C(=O)O)CC1, CCN(C(C)C)C(C)C, ClCCl, Cl, NCC(=O)c1ccccc1. The product is CC(=O)N1CCC(C(=O)NCC(=O)c2ccccc2)CC1. As a reaction SMILES: [C:13]([c:14]1[nH:15][cH:16][cH:17][n:18]1)([c:19]1[nH:20][cH:21][cH:22][n:23]1)=[O:24].[C:1]([CH3:2])(=[O:3])[N:4]1[CH2:5][CH2:6][CH:7]([C:10](=[O:11])[OH:12])[CH2:8][CH2:9]1.[CH:36]([N:37]([CH:38]([CH3:39])[CH3:40])[CH2:41][CH3:42])([CH3:43])[CH3:44].[Cl:45][CH2:46][Cl:47].[ClH:25].[NH2:26][CH2:27][C:28](=[O:29])[c:30]1[cH:31][cH:32][cH:33][cH:34][cH:35]1>>[C:1]([CH3:2])(=[O:3])[N:4]1[CH2:5][CH2:6][CH:7]([C:10](=[O:12])[NH:26][CH2:27][C:28](=[O:29])[c:30]2[cH:31][cH:32][cH:33][cH:34][cH:35]2)[CH2:8][CH2:9]1.